Dataset: the Open Reaction Database (ORD), a public repository of structured organic reaction records. Task: describe an organic reaction: reactants, conditions, products, and yield The reactants are COCCOC, OB(O)c1ccccc1Cl, Nc1ncc(Br)nc1Br, [Na+], [Na+], O=C([O-])[O-], O, O=C(O)CC(O)(CC(=O)O)C(=O)O, c1ccc(P(c2ccccc2)(c2ccccc2)[Pd](P(c2ccccc2)(c2ccccc2)c2ccccc2)(P(c2ccccc2)(c2ccccc2)c2ccccc2)P(c2ccccc2)(c2ccccc2)c2ccccc2)cc1. Yields the product Nc1ncc(Br)nc1-c1ccccc1Cl. As a reaction SMILES: [CH2:39]([CH2:40][O:41][CH3:42])[O:43][CH3:44].[Cl:16][c:17]1[c:18]([B:23]([OH:24])[OH:25])[cH:19][cH:20][cH:21][cH:22]1.[NH2:1][c:2]1[n:3][cH:4][c:5]([Br:9])[n:6][c:7]1[Br:8].[Na+:10].[Na+:11].[O-:12][C:13](=[O:14])[O-:15].[OH2:122].[OH:26][C:27]([CH2:28][C:29]([C:30](=[O:31])[OH:32])([CH2:33][C:34](=[O:35])[OH:36])[OH:37])=[O:38].[cH:45]1[cH:46][cH:47][c:48]([P:49]([Pd:50]([P:51]([c:52]2[cH:53][cH:54][cH:55][cH:56][cH:57]2)([c:58]2[cH:59][cH:60][cH:61][cH:62][cH:63]2)[c:64]2[cH:65][cH:66][cH:67][cH:68][cH:69]2)([P:70]([c:71]2[cH:72][cH:73][cH:74][cH:75][cH:76]2)([c:77]2[cH:78][cH:79][cH:80][cH:81][cH:82]2)[c:83]2[cH:84][cH:85][cH:86][cH:87][cH:88]2)[P:89]([c:90]2[cH:91][cH:92][cH:93][cH:94][cH:95]2)([c:96]2[cH:97][cH:98][cH:99][cH:100][cH:101]2)[c:102]2[cH:103][cH:104][cH:105][cH:106][cH:107]2)([c:108]2[cH:109][cH:110][cH:111][cH:112][cH:113]2)[c:114]2[cH:115][cH:116][cH:117][cH:118][cH:119]2)[cH:120][cH:121]1>>[NH2:1][c:2]1[n:3][cH:4][c:5]([Br:9])[n:6][c:7]1-[c:18]1[c:17]([Cl:16])[cH:22][cH:21][cH:20][cH:19]1. The yield is 78.0%. Yields the product 10, O.NCCN1CCC(CC1)NC=1N(C=2C(=NC=CC2)N1)CC1=CC=C(C=C1)F (N-[1-(2-aminoethyl)-4-piperidinyl]-1-[(4-fluorophenyl)methyl]-1H-imidazo[4,5-b]pyridin-2-amine monohydrate). The reactants are 12, FC1=CC=C(C=C1)CN1C(=NC2=NC=CC=C21)NC2CCN(CC2)CC#N (4-[[1-[(4-fluorophenyl)methyl]-1H-imidazo[4,5-b]pyridin-2-yl]amino]-1-piperidineacetonitrile), N (ammonia), CO (methanol), [H][H] (hydrogen). The reagents and catalysts are [Ni] (Raney-nickel). RXN SMILES: [F:1][C:2]1[CH:7]=[CH:6][C:5]([CH2:8][N:9]2[C:17]3[C:12](=[N:13][CH:14]=[CH:15][CH:16]=3)[N:11]=[C:10]2[NH:18][CH:19]2[CH2:24][CH2:23][N:22]([CH2:25][C:26]#[N:27])[CH2:21][CH2:20]2)=[CH:4][CH:3]=1.N.[H][H].C[OH:32]>[Ni]>[OH2:32].[NH2:27][CH2:26][CH2:25][N:22]1[CH2:23][CH2:24][CH:19]([NH:18][C:10]2[N:9]([CH2:8][C:5]3[CH:6]=[CH:7][C:2]([F:1])=[CH:3][CH:4]=3)[C:17]3[C:12]([N:11]=2)=[N:13][CH:14]=[CH:15][CH:16]=3)[CH2:20][CH2:21]1 |f:5.6|. Procedure details: A mixture of 12 parts of 4-[[1-[(4-fluorophenyl)methyl]-1H-imidazo[4,5-b]pyridin-2-yl]amino]-1-piperidineacetonitrile and 200 parts of methanol saturated with ammonia was hydrogenated at normal pressure and at room temperature with 2 parts of Raney-nickel catalyst. After the calculated amount of hydrogen was taken up, the catalyst was filtered off and the filtrate was evaporated. The residue was crystallized from acetonitrile, yielding 10 parts (78%) of N-[1-(2-aminoethyl)-4-piperidinyl]-1-[(4-f... The reactants are C(CCC)N(C1=CC(=C(C=C1)C=CC1=CC=C(C=O)C=C1)OC)CCCC (4-[2-(4-dibutylamino-2-methoxyphenyl)vinyl]benzaldehyde), C(#N)C=1C(OC(C1C)(C(F)(F)F)C)=C(C#N)C#N (2-(3-cyano-4,5-dimethyl-5-trifluoromethyl-2(5H)-furanylidene)propanedinitrile). The solvent is C(C)O (ethanol), O1CCCC1 (tetrahydrofuran). Reaction conditions: temperature 50 celsius, time 9 hour. Product: C(CCC)N(C1=CC(=C(C=C1)C=CC1=CC=C(C=C1)C=CC1=C(C(OC1(C(F)(F)F)C)=C(C#N)C#N)C#N)OC)CCCC (2-[4-[2-[4-[2-(4-dibutylamino-2-methoxyphenyl)vinyl]phenyl]vinyl]-3-cyano-5-methyl-5-trifluoromethyl-2(5H)-furanylidene]propanedinitrile). Isolated yield 38.9%. As a reaction SMILES: [CH2:1]([N:5]([CH2:24][CH2:25][CH2:26][CH3:27])[C:6]1[CH:11]=[CH:10][C:9]([CH:12]=[CH:13][C:14]2[CH:21]=[CH:20][C:17]([CH:18]=O)=[CH:16][CH:15]=2)=[C:8]([O:22][CH3:23])[CH:7]=1)[CH2:2][CH2:3][CH3:4].[C:28]([C:30]1[C:31](=[C:41]([C:44]#[N:45])[C:42]#[N:43])[O:32][C:33]([CH3:40])([C:36]([F:39])([F:38])[F:37])[C:34]=1[CH3:35])#[N:29]>C(O)C.O1CCCC1>[CH2:24]([N:5]([CH2:1][CH2:2][CH2:3][CH3:4])[C:6]1[CH:11]=[CH:10][C:9]([CH:12]=[CH:13][C:14]2[CH:21]=[CH:20][C:17]([CH:18]=[CH:35][C:34]3[C:33]([CH3:40])([C:36]([F:39])([F:37])[F:38])[O:32][C:31](=[C:41]([C:42]#[N:43])[C:44]#[N:45])[C:30]=3[C:28]#[N:29])=[CH:16][CH:15]=2)=[C:8]([O:22][CH3:23])[CH:7]=1)[CH2:25][CH2:26][CH3:27]. Reported procedure: In 15 ml of ethanol and 5 ml of tetrahydrofuran were dissolved 500 mg (1.37 mmol) of 4-[2-(4-dibutylamino-2-methoxyphenyl)vinyl]benzaldehyde and 380 mg (1.50 mmol) of 2-(3-cyano-4,5-dimethyl-5-trifluoromethyl-2(5H)-furanylidene)propanedinitrile. The mixture was stirred at 50° C. for 9 hours. The solvent was evaporated off and the residue was washed with ethanol. The residue was purified by silica gel column chromatography and washed with ethanol to give 320 mg of a black powder (yield: 38.9%; mp... Starting materials: CCCCOCCOc1ccc(-c2ccc3c(c2)C=C(C(=O)Nc2ccc(C(O)c4ccccn4)c(C(F)(F)F)c2)CCN3C(=O)C(F)(F)F)cc1, ClCCl, O, O=C(OO)c1cccc(Cl)c1. Product: CCCCOCCOc1ccc(-c2ccc3c(c2)C=C(C(=O)Nc2ccc(C(O)c4cccc[n+]4[O-])c(C(F)(F)F)c2)CCN3C(=O)C(F)(F)F)cc1. RXN SMILES: [CH2:1]([CH2:2][CH2:3][CH3:4])[O:5][CH2:6][CH2:7][O:8][c:9]1[cH:10][cH:11][c:12](-[c:15]2[cH:16][cH:17][c:18]3[c:19]([cH:52]2)[CH:20]=[C:21]([C:31](=[O:32])[NH:33][c:34]2[cH:35][c:36]([C:48]([F:49])([F:50])[F:51])[c:37]([CH:40]([c:41]4[n:42][cH:43][cH:44][cH:45][cH:46]4)[OH:47])[cH:38][cH:39]2)[CH2:22][CH2:23][N:24]3[C:25]([C:26]([F:27])([F:28])[F:29])=[O:30])[cH:13][cH:14]1.[Cl:65][CH2:66][Cl:67].[OH2:64].[OH:53][O:54][C:55]([c:56]1[cH:57][c:58]([Cl:59])[cH:60][cH:61][cH:62]1)=[O:63]>>[CH2:1]([CH2:2][CH2:3][CH3:4])[O:5][CH2:6][CH2:7][O:8][c:9]1[cH:10][cH:11][c:12](-[c:15]2[cH:16][cH:17][c:18]3[c:19]([cH:52]2)[CH:20]=[C:21]([C:31](=[O:32])[NH:33][c:34]2[cH:35][c:36]([C:48]([F:49])([F:50])[F:51])[c:37]([CH:40]([c:41]4[n+:42]([O-:53])[cH:43][cH:44][cH:45][cH:46]4)[OH:47])[cH:38][cH:39]2)[CH2:22][CH2:23][N:24]3[C:25]([C:26]([F:27])([F:28])[F:29])=[O:30])[cH:13][cH:14]1. Starting materials: O (water), C(CCCCC(=O)NN)(=O)NN (adipic acid dihydrazide). Solvent: CC(C)=O (2-propanone). Product: C(CC)=NNC(CCCCC(=O)NN=CCC)=O (adipic acid di(2-propylidene hydrazide)). RXN SMILES: O.[C:2]([NH:12][NH2:13])(=[O:11])[CH2:3][CH2:4][CH2:5][CH2:6][C:7]([NH:9][NH2:10])=[O:8]>CC(=O)C>[CH:2](=[N:10][NH:9][C:7](=[O:8])[CH2:6][CH2:5][CH2:4][CH2:3][C:2]([NH:12][N:13]=[CH:5][CH2:6][CH3:7])=[O:11])[CH2:3][CH3:4]. Procedure: In a stainless steel flask equipped with an agitator, 58.6 grams of water were added, the agitator was turned on, then 25 grams of adipic acid dihydrazide were added. The mixture was agitated for at least 10 minutes until a stable dispersion was formed. 16.4 grams of 2-propanone were then added under mixing. A clear solution formed after a few minutes. Mixing was continued for at least another hour until reaction product precipitated and formed a stable dispersion. Reactants: FC1(CC[C@@H]([C@H](C1)OC1=CC(=C(C=C1C)S(=O)(=O)N(C=1SC=NN1)CC1=C(C=C(C=C1)OC)OC)F)C1=CC=NN1C)F (4-{[(1S*,2R*)-5,5-difluoro-2-(1-methyl-1H-pyrazol-5-yl)cyclohexyl]oxy}-N-(2,4-dimethoxybenzyl)-2-fluoro-5-methyl-N-(1,3,4-thiadiazol-2-yl)benzenesulfonamide), C(C)[SiH](CC)CC (triethylsilane), FC(C(=O)O)(F)F (trifluoroacetic acid). The solvent is ClCCl (dichloromethane). Product: FC1(CC[C@@H]([C@H](C1)OC1=CC(=C(C=C1C)S(=O)(=O)NC=1SC=NN1)F)C1=CC=NN1C)F (4-{[(1S*,2R*)-5,5-Difluoro-2-(1-methyl-1H-pyrazol-5-yl)cyclohexyl]oxy}-2-fluoro-5-methyl-N-(1,3,4-thiadiazol-2-yl)benzenesulfonamide). The yield is 80.4%. RXN SMILES: [F:1][C:2]1([F:43])[CH2:7][C@H:6]([O:8][C:9]2[C:14]([CH3:15])=[CH:13][C:12]([S:16]([N:19](CC3C=CC(OC)=CC=3OC)[C:20]3[S:21][CH:22]=[N:23][N:24]=3)(=[O:18])=[O:17])=[C:11]([F:36])[CH:10]=2)[C@@H:5]([C:37]2[N:41]([CH3:42])[N:40]=[CH:39][CH:38]=2)[CH2:4][CH2:3]1.C([SiH](CC)CC)C.FC(F)(F)C(O)=O>ClCCl>[F:43][C:2]1([F:1])[CH2:7][C@H:6]([O:8][C:9]2[C:14]([CH3:15])=[CH:13][C:12]([S:16]([NH:19][C:20]3[S:21][CH:22]=[N:23][N:24]=3)(=[O:17])=[O:18])=[C:11]([F:36])[CH:10]=2)[C@@H:5]([C:37]2[N:41]([CH3:42])[N:40]=[CH:39][CH:38]=2)[CH2:4][CH2:3]1. Procedure: The reaction and aftertreatment were conducted in the same manner as in Example 1b by using the 4-{[(1S*,2R*)-5,5-difluoro-2-(1-methyl-1H-pyrazol-5-yl)cyclohexyl]oxy}-N-(2,4-dimethoxybenzyl)-2-fluoro-5-methyl-N-(1,3,4-thiadiazol-2-yl)benzenesulfonamide (78.8 mg, 0.124 mmol) prepared in Example 125b, triethylsilane (0.20 mL), trifluoroacetic acid (2.0 mL) and dichloromethane (2.0 mL), to yield the title compound (48.6 mg, 81%) as a colorless solid. Starting materials: C1(=CC=CC=C1)P(C1=CC=CC=C1)C1=CC=CC=C1 (triphenylphosphine), N(=NC(=O)OC(C)C)C(=O)OC(C)C (diisopropyl azodicarboxylate), C(C)(C)(C)OC(NC1=CC=C(C=C1)O)=O ((4-hydroxy-phenyl)-carbamic acid tert-butyl ester), CC1=C(N=C(O1)C1=CC=CC=C1)CCO (2-(5-methyl-2-phenyl-1,3-oxazol-4-yl)ethan-1-ol), C1(=CC=CC=C1)P(C1=CC=CC=C1)C1=CC=CC=C1 (triphenylphosphine), N(=NC(=O)OC(C)C)C(=O)OC(C)C (diisopropyl azodicarboxylate). Run in C1CCOC1 (THF), C1CCOC1 (THF), C1CCOC1 (THF). Conditions: time 16 hour. Yields the product C(C)(C)(C)OC(NC1=CC=C(C=C1)OCCC=1N=C(OC1C)C1=CC=CC=C1)=O ({4-[2-(5-Methyl-2-phenyl-oxazol-4-yl)-ethoxy]-phenyl}-carbamic acid tert-butyl ester). The yield is 79.6%. Reaction SMILES: [C:1]([O:5][C:6](=[O:15])[NH:7][C:8]1[CH:13]=[CH:12][C:11]([OH:14])=[CH:10][CH:9]=1)([CH3:4])([CH3:3])[CH3:2].[CH3:16][C:17]1[O:21][C:20]([C:22]2[CH:27]=[CH:26][CH:25]=[CH:24][CH:23]=2)=[N:19][C:18]=1[CH2:28][CH2:29]O.C1(P(C2C=CC=CC=2)C2C=CC=CC=2)C=CC=CC=1.N(C(OC(C)C)=O)=NC(OC(C)C)=O>C1COCC1>[C:1]([O:5][C:6](=[O:15])[NH:7][C:8]1[CH:9]=[CH:10][C:11]([O:14][CH2:29][CH2:28][C:18]2[N:19]=[C:20]([C:22]3[CH:27]=[CH:26][CH:25]=[CH:24][CH:23]=3)[O:21][C:17]=2[CH3:16])=[CH:12][CH:13]=1)([CH3:4])([CH3:2])[CH3:3]. Procedure: To a solution of 5.00 g of (4-hydroxy-phenyl)-carbamic acid tert-butyl ester, 7.28 g of 2-(5-methyl-2-phenyl-1,3-oxazol-4-yl)ethan-1-ol and 9.40 g of triphenylphosphine in 100 ml of THF was added at 0° C. a solution of 7.25 g of diisopropyl azodicarboxylate in 50 ml of THF over 30 min and stirring was continued at 22° C. for 16 h. A further portion of 1.88 g of triphenylphosphine and 1.45 g of diisopropyl azodicarboxylate in 10 ml of THF was added at 0° C. and stirring was continued at 22° C. fo... Yields the product C(C=C)NC=1C=C(CCC(=O)O)C=CC1 (3-(allylamino)hydrocinnamic acid). Procedure: A 4 g. sample of ethyl 3-(allylamino)hydrocinnamate is hydrolyzed with 1.6 g. 85% potassium hydroxide in 60 ml. 95% ethanol by refluxing the solution for 5 hours. The solution is cooled, diluted with 100 ml. water and acidified to pH 4.5 with 37% hydrochloric acid. The precipitate is collected, dried in vacuo and crystallized from acetone to yield the title compound as white powder. Solvent: O (water). Reaction SMILES: [CH2:1]([NH:4][C:5]1[CH:6]=[C:7]([CH:15]=[CH:16][CH:17]=1)[CH2:8][CH2:9][C:10]([O:12]CC)=[O:11])[CH:2]=[CH2:3].[OH-].[K+].C(O)C.Cl>O>[CH2:1]([NH:4][C:5]1[CH:6]=[C:7]([CH:15]=[CH:16][CH:17]=1)[CH2:8][CH2:9][C:10]([OH:12])=[O:11])[CH:2]=[CH2:3] |f:1.2|. The reactants are C(C=C)NC=1C=C(CCC(=O)OCC)C=CC1 (ethyl 3-(allylamino)hydrocinnamate), Cl (hydrochloric acid), [OH-].[K+] (potassium hydroxide), C(C)O (ethanol). The reactants are CC12C=NC(N(C(NC1CC)CC)C2CC)CC (5-methyl-2,6,8,9-tetraethyl-1,3,7-triazabicyclo (3,3,1) non-3-ene), [BH4-].[Na+] (sodium borohydride). Reagents/catalysts: [OH-].[Na+] (sodium hydroxide). Product: C(NCCC)C1(C(NC(NC1CC)CC)CC)C (5-(2-azapentyl)-5-methyl-2,4,6-triethylhexahydropyrimidine). Reported procedure: To a mixture of 70 grams of 5-methyl-2,6,8,9-tetraethyl-1,3,7-triazabicyclo (3,3,1) non-3-ene, 0.5 grams of sodium hydroxide, and 190 grams of ethanol was added, with stirring, over a 1/2 hour period 9 grams of sodium borohydride. The mixture was stirred for 20 hours at ambient temperature. The ethanol was removed under diminished pressure and the resulting product was added to water and extracted with ether. The ethereal solution, after drying over anh. MgSO4, was evaporated under diminished pr... Yield: 90.3%. Run in C(C)O (ethanol). Reaction SMILES: [CH3:1][C:2]12[CH:14]([CH2:15][CH3:16])[N:6]([CH:7]([CH2:12][CH3:13])[NH:8][CH:9]1[CH2:10][CH3:11])[CH:5]([CH2:17][CH3:18])[N:4]=[CH:3]2.[BH4-].[Na+]>[OH-].[Na+].C(O)C>[CH2:3]([C:2]1([CH3:1])[CH:9]([CH2:10][CH3:11])[NH:8][CH:7]([CH2:12][CH3:13])[NH:6][CH:14]1[CH2:15][CH3:16])[NH:4][CH2:5][CH2:17][CH3:18] |f:1.2,3.4|. Run at time 20 hour.